This data is from the Open Reaction Database (ORD), a public repository of structured organic reaction records. The task is: describe an organic reaction: reactants, conditions, products, and yield Reported procedure: Beginning with 0.010 gm (0.044 mMol) 5-amino-3-(1-methylpiperidin-4-yl)pyrrolo[3,2-b]pyridine and 0.067 mL (0.048 mMol) 2,2-dimethylpropanoyl chloride, 0.0067 gm (48%) of the title compound were prepared essentially by the procedure described in Example 7. Isolated yield 48.4%. Yields the product CC(C(=O)NC1=CC=C2C(=N1)C(=CN2)C2CCN(CC2)C)(C)C (5-(N-[2,2-dimethylpropanoyl]amino)-3-(1-methylpiperidin-4-yl)pyrrolo[3,2-b]pyridine). RXN SMILES: [NH2:1][C:2]1[N:7]=[C:6]2[C:8]([CH:11]3[CH2:16][CH2:15][N:14]([CH3:17])[CH2:13][CH2:12]3)=[CH:9][NH:10][C:5]2=[CH:4][CH:3]=1.[CH3:18][C:19]([CH3:24])([CH3:23])[C:20](Cl)=[O:21]>>[CH3:18][C:19]([CH3:24])([CH3:23])[C:20]([NH:1][C:2]1[N:7]=[C:6]2[C:8]([CH:11]3[CH2:16][CH2:15][N:14]([CH3:17])[CH2:13][CH2:12]3)=[CH:9][NH:10][C:5]2=[CH:4][CH:3]=1)=[O:21]. The reactants are NC1=CC=C2C(=N1)C(=CN2)C2CCN(CC2)C (5-amino-3-(1-methylpiperidin-4-yl)pyrrolo[3,2-b]pyridine), CC(C(=O)Cl)(C)C (2,2-dimethylpropanoyl chloride).